From a dataset of the Open Reaction Database (ORD), a public repository of structured organic reaction records. describe an organic reaction: reactants, conditions, products, and yield Reactants: C(=S)(N1C=NC=C1)N1C=NC=C1 (thio-carbonyldiimidazole), N(=[N+]=[N-])CCCC1(SC(=NN1)C1=C(C=CC(=C1)F)F)C1=CC=CC=C1 (2-(3-azidopropyl)-5-(2,5-difluorophenyl)-2-phenyl-2,3-dihydro-1,3,4-thiadiazole), NN (hydrazine). Run in C1CCOC1 (THF). Run at temperature 23 celsius, time 12 hour. Product: N(=[N+]=[N-])CCCC1(SC(=NN1C(NN)=S)C1=C(C=CC(=C1)F)F)C1=CC=CC=C1 (2-(3-azidopropyl)-5-(2,5-difluorophenyl)-2-phenyl-1,3,4-thiadiazole-3(2H)-carbothiohydrazide). Yield: 19.3%. RXN SMILES: [N:1]([CH2:4][CH2:5][CH2:6][C:7]1([C:20]2[CH:25]=[CH:24][CH:23]=[CH:22][CH:21]=2)[NH:11][N:10]=[C:9]([C:12]2[CH:17]=[C:16]([F:18])[CH:15]=[CH:14][C:13]=2[F:19])[S:8]1)=[N+:2]=[N-:3].[C:26]([N:33]1C=CN=C1)(N1C=CN=C1)=[S:27].[NH2:38]N>C1COCC1>[N:1]([CH2:4][CH2:5][CH2:6][C:7]1([C:20]2[CH:25]=[CH:24][CH:23]=[CH:22][CH:21]=2)[N:11]([C:26](=[S:27])[NH:33][NH2:38])[N:10]=[C:9]([C:12]2[CH:17]=[C:16]([F:18])[CH:15]=[CH:14][C:13]=2[F:19])[S:8]1)=[N+:2]=[N-:3]. Procedure: 2-(3-azidopropyl)-5-(2,5-difluorophenyl)-2-phenyl-2,3-dihydro-1,3,4-thiadiazole (577 mg, 1.61 mmol) was dissolved in 8 mL THF, followed by addition of thio-carbonyldiimidazole (458 mg, 2.57 mmol), and heated to reflux for 1 hour. The reaction mixture was cooled to 23° C., and hydrazine (257 mg, 8.03 mmol) was added. The reaction mixture was stirred for 12 hours. The crude reaction mixture was then concentrated and purified by flash column chromatography, eluting with 4:1 (hexanes/ethyl acetate),... Procedure: Into a 50-mL round bottom flask, was placed a solution of tert-butyl 3-(3-(4-chloro-2-(1-(3-(trifluoromethyl)phenyl)-1H-pyrazol-3-ylcarbamoyl)phenylcarbamoyl)benzylthio)propanoate (150 mg, 0.23 mmol, 1.00 equiv) in dichloromethane (4 mL), trifluoroacetic acid (2 mL). The resulting solution was stirred for 2 h at room temperature. The resulting mixture was concentrated under vacuum. The crude product (100 mg) was purified by reverse phase HPLC eluting with a water/CH3CN gradient containing 0.05% ... Yield: 35.3%. Reaction conditions: time 2 hour. The product is ClC1=CC(=C(C=C1)NC(=O)C=1C=C(CSCCC(=O)O)C=CC1)C(NC1=NN(C=C1)C1=CC(=CC=C1)C(F)(F)F)=O (3-(3-(4-chloro-2-(1-(3-(trifluoromethyl)phenyl)-1H-pyrazol-3-ylcarbamoyl)-phenylcarbamoyl)benzylthio)propanoic acid). Run in ClCCl (dichloromethane), FC(C(=O)O)(F)F (trifluoroacetic acid). Reactants: ClC1=CC(=C(C=C1)NC(=O)C=1C=C(CSCCC(=O)OC(C)(C)C)C=CC1)C(NC1=NN(C=C1)C1=CC(=CC=C1)C(F)(F)F)=O (tert-butyl 3-(3-(4-chloro-2-(1-(3-(trifluoromethyl)phenyl)-1H-pyrazol-3-ylcarbamoyl)phenylcarbamoyl)benzylthio)propanoate). As a reaction SMILES: [Cl:1][C:2]1[CH:7]=[CH:6][C:5]([NH:8][C:9]([C:11]2[CH:12]=[C:13]([CH:25]=[CH:26][CH:27]=2)[CH2:14][S:15][CH2:16][CH2:17][C:18]([O:20]C(C)(C)C)=[O:19])=[O:10])=[C:4]([C:28](=[O:45])[NH:29][C:30]2[CH:34]=[CH:33][N:32]([C:35]3[CH:40]=[CH:39][CH:38]=[C:37]([C:41]([F:44])([F:43])[F:42])[CH:36]=3)[N:31]=2)[CH:3]=1>ClCCl.FC(F)(F)C(O)=O>[Cl:1][C:2]1[CH:7]=[CH:6][C:5]([NH:8][C:9]([C:11]2[CH:12]=[C:13]([CH:25]=[CH:26][CH:27]=2)[CH2:14][S:15][CH2:16][CH2:17][C:18]([OH:20])=[O:19])=[O:10])=[C:4]([C:28](=[O:45])[NH:29][C:30]2[CH:34]=[CH:33][N:32]([C:35]3[CH:40]=[CH:39][CH:38]=[C:37]([C:41]([F:43])([F:44])[F:42])[CH:36]=3)[N:31]=2)[CH:3]=1. The reactants are c1ccc(Cn2c(N3CCNCC3)nc3ccccc32)cc1, O=C(NCC(F)(F)F)C1(CCCCBr)c2ccccc2-c2ccccc21. Product: O=C(NCC(F)(F)F)C1(CCCCN2CCN(c3nc4ccccc4n3Cc3ccccc3)CC2)c2ccccc2-c2ccccc21. Reaction SMILES: [CH2:27]([c:28]1[cH:29][cH:30][cH:31][cH:32][cH:33]1)[n:34]1[c:35]([N:43]2[CH2:44][CH2:45][NH:46][CH2:47][CH2:48]2)[n:36][c:37]2[c:38]1[cH:39][cH:40][cH:41][cH:42]2.[F:1][C:2]([CH2:3][NH:4][C:5](=[O:6])[C:7]1([CH2:20][CH2:21][CH2:22][CH2:23][Br:24])[c:8]2[cH:9][cH:10][cH:11][cH:12][c:13]2-[c:14]2[cH:15][cH:16][cH:17][cH:18][c:19]21)([F:25])[F:26]>>[F:1][C:2]([CH2:3][NH:4][C:5](=[O:6])[C:7]1([CH2:20][CH2:21][CH2:22][CH2:23][N:46]2[CH2:45][CH2:44][N:43]([c:35]3[n:34]([CH2:27][c:28]4[cH:29][cH:30][cH:31][cH:32][cH:33]4)[c:38]4[c:37]([n:36]3)[cH:42][cH:41][cH:40][cH:39]4)[CH2:48][CH2:47]2)[c:8]2[cH:9][cH:10][cH:11][cH:12][c:13]2-[c:14]2[cH:15][cH:16][cH:17][cH:18][c:19]21)([F:25])[F:26]. Reactants: CCN=C=NCCCN(C)C, CCN(C(C)C)C(C)C, Cl, NCC(=O)N1CCN(C(=O)c2ccccc2C(F)(F)F)CC1, CN(C)C=O, O, On1nnc2ccccc21, O=C(O)c1ccc(-c2cncs2)cc1. Product: O=C(NCC(=O)N1CCN(C(=O)c2ccccc2C(F)(F)F)CC1)c1ccc(-c2cncs2)cc1. RXN SMILES: [CH3:43][CH2:44][N:45]=[C:46]=[N:47][CH2:48][CH2:49][CH2:50][N:51]([CH3:52])[CH3:53].[CH:1]([N:2]([CH2:3][CH3:4])[CH:5]([CH3:6])[CH3:7])([CH3:8])[CH3:9].[ClH:10].[NH2:11][CH2:12][C:13](=[O:14])[N:15]1[CH2:16][CH2:17][N:18]([C:21]([c:22]2[c:23]([C:28]([F:29])([F:30])[F:31])[cH:24][cH:25][cH:26][cH:27]2)=[O:32])[CH2:19][CH2:20]1.[O:68]=[CH:69][N:70]([CH3:71])[CH3:72].[OH2:73].[OH:33][n:34]1[c:35]2[c:36]([cH:37][cH:38][cH:39][cH:40]2)[n:41][n:42]1.[s:54]1[cH:55][n:56][cH:57][c:58]1-[c:59]1[cH:60][cH:61][c:62]([C:63](=[O:64])[OH:65])[cH:66][cH:67]1>>[NH:11]([CH2:12][C:13](=[O:14])[N:15]1[CH2:16][CH2:17][N:18]([C:21]([c:22]2[c:23]([C:28]([F:29])([F:30])[F:31])[cH:24][cH:25][cH:26][cH:27]2)=[O:32])[CH2:19][CH2:20]1)[C:63]([c:62]1[cH:61][cH:60][c:59](-[c:58]2[s:54][cH:55][n:56][cH:57]2)[cH:67][cH:66]1)=[O:64]. The reactants are CC(C)(C)OC(=O)NCCNc1cccc([N+](=O)[O-])c1C(=O)O, C1CCOC1, CCOC(C)=O, Cl, C1COCCO1. The product is NCCNc1cccc([N+](=O)[O-])c1C(=O)O. As a reaction SMILES: [C:1]([O:2][C:3](=[O:4])[NH:8][CH2:9][CH2:10][NH:11][c:12]1[c:13]([C:14](=[O:15])[OH:16])[c:17]([N+:21](=[O:22])[O-:23])[cH:18][cH:19][cH:20]1)([CH3:5])([CH3:6])[CH3:7].[CH2:25]1[O:26][CH2:27][CH2:28][CH2:29]1.[CH3:36][CH2:37][O:38][C:39](=[O:40])[CH3:41].[ClH:24].[O:30]1[CH2:31][CH2:32][O:33][CH2:34][CH2:35]1>>[NH2:8][CH2:9][CH2:10][NH:11][c:12]1[c:13]([C:14](=[O:15])[OH:16])[c:17]([N+:21](=[O:22])[O-:23])[cH:18][cH:19][cH:20]1. As a reaction SMILES: [NH2:1][c:2]1[s:3][c:4](-[c:17]2[cH:18][c:19]([F:23])[cH:20][cH:21][cH:22]2)[c:5]([C:7](=[O:8])[N:9]2[CH:10]3[CH2:11][CH:12]3[CH2:13][CH:14]2[CH2:15][NH2:16])[n:6]1.[n:24]1[cH:25][cH:26][cH:27][c:28]2[c:29]([C:34](=[O:35])[OH:36])[cH:30][cH:31][cH:32][c:33]12>>[NH2:1][c:2]1[s:3][c:4](-[c:17]2[cH:18][c:19]([F:23])[cH:20][cH:21][cH:22]2)[c:5]([C:7](=[O:8])[N:9]2[CH:10]3[CH2:11][CH:12]3[CH2:13][CH:14]2[CH2:15][NH:16][C:34]([c:29]2[c:28]3[cH:27][cH:26][cH:25][n:24][c:33]3[cH:32][cH:31][cH:30]2)=[O:35])[n:6]1. The product is Nc1nc(C(=O)N2C(CNC(=O)c3cccc4ncccc34)CC3CC32)c(-c2cccc(F)c2)s1. The reactants are NCC1CC2CC2N1C(=O)c1nc(N)sc1-c1cccc(F)c1, O=C(O)c1cccc2ncccc12. Starting materials: ClC=1N=C(C2=C(N1)C=C(S2)I)N2CCOCC2 (2-Chloro-6-iodo-4-morpholinothieno[3,2-d]pyrimidine), O1C(NCC1)=O (2-oxazolidinone), [O-]P(=O)([O-])[O-].[K+].[K+].[K+] (potassium phosphate tribasic), CN(CCN)C (N,N-dimethylethylenediamine). Reagents/catalysts: [Cu](I)I (copper iodide). Run in O1CCOCC1 (1,4-dioxane). Product: ClC=1N=C(C2=C(N1)C=C(S2)N2C(OCC2)=O)N2CCOCC2 (3-(2-chloro-4-morpholinothieno[3,2-d]pyrimidin-6-yl) oxazolidin-2-one). Isolated yield 34.3%. RXN SMILES: [Cl:1][C:2]1[N:3]=[C:4]([N:12]2[CH2:17][CH2:16][O:15][CH2:14][CH2:13]2)[C:5]2[S:10][C:9](I)=[CH:8][C:6]=2[N:7]=1.[O:18]1[CH2:22][CH2:21][NH:20][C:19]1=[O:23].[O-]P([O-])([O-])=O.[K+].[K+].[K+].CN(C)CCN>O1CCOCC1.[Cu](I)I>[Cl:1][C:2]1[N:3]=[C:4]([N:12]2[CH2:17][CH2:16][O:15][CH2:14][CH2:13]2)[C:5]2[S:10][C:9]([N:20]3[CH2:21][CH2:22][O:18][C:19]3=[O:23])=[CH:8][C:6]=2[N:7]=1 |f:2.3.4.5|. Procedure: 2-Chloro-6-iodo-4-morpholinothieno[3,2-d]pyrimidine (150 mg), 2-oxazolidinone (103 mg), potassium phosphate tribasic (250 mg), copper iodide (7 mg), 4 μL of N,N-dimethylethylenediamine in 2 mL of 1,4-dioxane was heated to 100° C. for 15 hr. The reaction mixture was evaporated and the residue was diluted with ethyl acetate (50 mL), washed with brine (30 mL), dried over MgSO4, filtered and evaporated. The crude product was purified on reverse phase HPLC to give 46 mg of 3-(2-chloro-4-morpholinothi...